From a dataset of the Open Reaction Database (ORD), a public repository of structured organic reaction records. describe an organic reaction: reactants, conditions, products, and yield Starting materials: C(C)OC=1C=CC=C2C=CNC12 (7-ethoxy-1H-indole), IC(C)C (2-iodopropane). The product is C(C)(C)OC=1C=CC=C2C=CNC12 (7-Isopropoxy-1H-indole). As a reaction SMILES: [CH2:1]([O:3][C:4]1[CH:5]=[CH:6][CH:7]=[C:8]2[C:12]=1[NH:11][CH:10]=[CH:9]2)[CH3:2].I[CH:14](C)C>>[CH:1]([O:3][C:4]1[CH:5]=[CH:6][CH:7]=[C:8]2[C:12]=1[NH:11][CH:10]=[CH:9]2)([CH3:14])[CH3:2]. Reported procedure: Made according to the procedure described for 7-ethoxy-1H-indole using 2-iodopropane. The reactants are CN1N=C(C(=C1C1=CC=CC=C1)NC=1OCCN1)C (1,3-dimethyl-5-phenyl-4-(2-oxazolin-2-yl)aminopyrazole), Cl (hydrochloric acid). The solvent is CO (methanol). The product is Cl.CN1N=C(C(=C1C1=CC=CC=C1)NC=1OCCN1)C (1,3-dimethyl-5-phenyl-4-(2-oxazolin-2-yl)aminopyrazole hydrochloride). As a reaction SMILES: [CH3:1][N:2]1[C:6]([C:7]2[CH:12]=[CH:11][CH:10]=[CH:9][CH:8]=2)=[C:5]([NH:13][C:14]2[O:15][CH2:16][CH2:17][N:18]=2)[C:4]([CH3:19])=[N:3]1.[ClH:20]>CO>[ClH:20].[CH3:1][N:2]1[C:6]([C:7]2[CH:12]=[CH:11][CH:10]=[CH:9][CH:8]=2)=[C:5]([NH:13][C:14]2[O:15][CH2:16][CH2:17][N:18]=2)[C:4]([CH3:19])=[N:3]1 |f:3.4|. Procedure: 1.00 g of 1,3-dimethyl-5-phenyl-4-(2-oxazolin-2-yl)aminopyrazole is dissolved in a little methanol, and ethanolic hydrochloric acid is added thereto until a weakly acid reaction is obtained. The resulting solution is evaporated to dryness, and the evaporation residue is washed several times with diethylether to obtain 1.15 g of 1,3-dimethyl-5-phenyl-4-(2-oxazolin-2-yl)aminopyrazole hydrochloride, mp 211° to 213°.